From a dataset of the Open Reaction Database (ORD), a public repository of structured organic reaction records. describe an organic reaction: reactants, conditions, products, and yield Starting materials: CN1CC(=O)N=C1N (creatinine), ClC=1C(=C(C(=CC1)C)N=C=O)C (3-chloro-2,6-dimethylphenyl isocyanate). The solvent is CN(C)C=O (DMF). Reaction conditions: time 4 hour. The product is ClC=1C(=C(C(=CC1)C)NC(=O)N=C1N(CC(N1)=O)C)C (1-(3-chloro-2,6-dimethylphenyl)-3-(1-methyl-4-oxo-2-imidazolidinylidene) urea). As a reaction SMILES: [CH3:1][N:2]1[C:7]([NH2:8])=[N:6][C:4](=[O:5])[CH2:3]1.[Cl:9][C:10]1[C:11]([CH3:20])=[C:12]([N:17]=[C:18]=[O:19])[C:13]([CH3:16])=[CH:14][CH:15]=1>CN(C=O)C>[Cl:9][C:10]1[C:11]([CH3:20])=[C:12]([NH:17][C:18]([N:8]=[C:7]2[NH:6][C:4](=[O:5])[CH2:3][N:2]2[CH3:1])=[O:19])[C:13]([CH3:16])=[CH:14][CH:15]=1. Procedure details: To a stirring suspension of 7.92 g (0.07 mole) of creatinine in 50 ml of dry DMF is added 9.08 g (0.05 mole) of 3-chloro-2,6-dimethylphenyl isocyanate. After stirring for four hours, the reaction mixture is filtered through a diatomaceous earth pad to remove unreacted creatinine. Addition of a large excess of ice water precipitates a gummy semisolid mass which eventually crystallizes. After blowing the product to dry it for about eighteen hours, it is recrystallized from acetone-ether. Finally t... Starting materials: CC1=C(C(=O)N)C=CC(=C1)C (2,4-dimethylbenzamide), P(Cl)(Cl)(Cl)(Cl)Cl (phosphorus pentachloride), C(=O)O (formic acid). The solvent is C(Cl)(Cl)(Cl)Cl (carbon tetrachloride). Conditions: time 20 minute. Product: ClP(=O)(NC(C1=C(C=C(C=C1)C)C)=O)Cl (N-[Dichlorophosphinyl]-2,4-dimethylbenzamide). As a reaction SMILES: [CH3:1][C:2]1[CH:10]=[C:9]([CH3:11])[CH:8]=[CH:7][C:3]=1[C:4]([NH2:6])=[O:5].[P:12]([Cl:17])(Cl)(Cl)(Cl)[Cl:13].C(O)=[O:19]>C(Cl)(Cl)(Cl)Cl>[Cl:13][P:12]([Cl:17])([NH:6][C:4](=[O:5])[C:3]1[CH:7]=[CH:8][C:9]([CH3:11])=[CH:10][C:2]=1[CH3:1])=[O:19]. Procedure: A suspension of 29 g (0.19 mole) of 2,4-dimethylbenzamide, 40.5 g (0.19 mole) of phosphorus pentachloride and 300 ml of AR carbon tetrachloride was heated at 70° for 30 min. The solution was cooled to 30° and 9.2 g (0.19 mole) of 97% formic acid added dropwise. Stirring was continued for another 20 min., then the product was collected by filtration, washed with AR carbon tetrachloride and air-dried to give 30.5 g, m.p. decomposes upon standing. The reactants are CCOC(C)=O, CC(=O)NCc1cnc(Cl)c(Cl)c1, [H-], CI, [Na+], CN(C)C=O. Yields the product CC(=O)N(C)Cc1cnc(Cl)c(Cl)c1. As a reaction SMILES: [CH3:23][CH2:24][O:25][C:26]([CH3:27])=[O:28].[Cl:3][c:4]1[cH:5][c:6]([CH2:11][NH:12][C:13]([CH3:14])=[O:15])[cH:7][n:8][c:9]1[Cl:10].[H-:2].[I:16][CH3:17].[Na+:1].[O:18]=[CH:19][N:20]([CH3:21])[CH3:22]>>[Cl:3][c:4]1[cH:5][c:6]([CH2:11][N:12]([C:13]([CH3:14])=[O:15])[CH3:17])[cH:7][n:8][c:9]1[Cl:10]. Reactants: C1CCOC1, CS(=O)(=O)c1nccc(Oc2ccc(NC(=O)Nc3ccc(Cl)c(C(F)(F)F)c3)cc2)n1, NCCCCO. The product is O=C(Nc1ccc(Oc2ccnc(NCCCCO)n2)cc1)Nc1ccc(Cl)c(C(F)(F)F)c1. RXN SMILES: [CH2:39]1[O:40][CH2:41][CH2:42][CH2:43]1.[Cl:1][c:2]1[c:3]([C:29]([F:30])([F:31])[F:32])[cH:4][c:5]([NH:8][C:9](=[O:10])[NH:11][c:12]2[cH:13][cH:14][c:15]([O:18][c:19]3[n:20][c:21]([S:25]([CH3:26])(=[O:27])=[O:28])[n:22][cH:23][cH:24]3)[cH:16][cH:17]2)[cH:6][cH:7]1.[NH2:33][CH2:34][CH2:35][CH2:36][CH2:37][OH:38]>>[Cl:1][c:2]1[c:3]([C:29]([F:30])([F:31])[F:32])[cH:4][c:5]([NH:8][C:9](=[O:10])[NH:11][c:12]2[cH:13][cH:14][c:15]([O:18][c:19]3[n:20][c:21]([NH:33][CH2:34][CH2:35][CH2:36][CH2:37][OH:38])[n:22][cH:23][cH:24]3)[cH:16][cH:17]2)[cH:6][cH:7]1. Starting materials: BrC1=C2C=CC=NC2=C(C(=N1)C(=O)NCC1=CC=C(C=C1)F)O (5-bromo-N-(4-fluorobenzyl)-8-hydroxy[1,6]naphthyridine-7-carboxamide), S1(NCC(NCC1)=O)(=O)=O (1,2,5-thiadiazepan-4-one 1,1-dioxide), resultant mixture, C(CN(CC(=O)O)CC(=O)O)N(CC(=O)O)CC(=O)O (ethylenediamine tetraacetic acid), [Na][Na] (disodium). The reagents and catalysts are [Cu-]=O (copper (I) oxide). Solvent: N1=CC=CC=C1 (pyridine), C(Cl)(Cl)Cl (chloroform). Conditions: temperature 115 celsius. The product is FC1=CC=C(CNC(=O)C2=NC(=C3C=CC=NC3=C2O)N2S(CCNC(C2)=O)(=O)=O)C=C1 (N-(4-Fluorobenzyl)-5-(1,1-dioxido-4-oxo-1,2,5-thiadiazepan-2-yl)-8-hydroxy-[1,6]napthyridine-7-carboxamide). As a reaction SMILES: Br[C:2]1[N:11]=[C:10]([C:12]([NH:14][CH2:15][C:16]2[CH:21]=[CH:20][C:19]([F:22])=[CH:18][CH:17]=2)=[O:13])[C:9]([OH:23])=[C:8]2[C:3]=1[CH:4]=[CH:5][CH:6]=[N:7]2.[S:24]1(=[O:33])(=[O:32])[CH2:30][CH2:29][NH:28][C:27](=[O:31])[CH2:26][NH:25]1.C(N(CC(O)=O)CC(O)=O)CN(CC(O)=O)CC(O)=O.[Na][Na]>N1C=CC=CC=1.[Cu-]=O.C(Cl)(Cl)Cl>[F:22][C:19]1[CH:20]=[CH:21][C:16]([CH2:15][NH:14][C:12]([C:10]2[C:9]([OH:23])=[C:8]3[C:3]([CH:4]=[CH:5][CH:6]=[N:7]3)=[C:2]([N:25]3[CH2:26][C:27](=[O:31])[NH:28][CH2:29][CH2:30][S:24]3(=[O:33])=[O:32])[N:11]=2)=[O:13])=[CH:17][CH:18]=1. Reported procedure: A mixture of 5-bromo-N-(4-fluorobenzyl)-8-hydroxy[1,6]naphthyridine-7-carboxamide (0.99 g, 2.66 mmol), 1,2,5-thiadiazepan-4-one 1,1-dioxide from step 2 (0.41 g, 2.5 mmol) and copper (I) oxide (0.18 g, 1.25 mmol) in pyridine (13 mL) was heated in an oil bath at 115° C. overnight. The resultant mixture was treated with a mixture of chloroform (200 mL) and a saturated aqueous solution of ethylenediamine tetraacetic acid, disodium salt (200 mL) and stirred vigorously at room temp overnight in the pr... Reactants: Nc1ccccc1Cl, COc1ccc2c(c1)CCn1c-2cc(Cl)nc1=O. Yields the product COc1ccc2c(c1)CCn1c-2cc(Nc2ccccc2Cl)nc1=O. As a reaction SMILES: [Cl:19][c:20]1[c:21]([NH2:22])[cH:23][cH:24][cH:25][cH:26]1.[Cl:1][c:2]1[n:3][c:4](=[O:18])[n:5]2[c:6]([cH:17]1)-[c:7]1[cH:8][cH:9][c:10]([O:15][CH3:16])[cH:11][c:12]1[CH2:13][CH2:14]2>>[c:2]1([NH:22][c:21]2[c:20]([Cl:19])[cH:26][cH:25][cH:24][cH:23]2)[n:3][c:4](=[O:18])[n:5]2[c:6]([cH:17]1)-[c:7]1[cH:8][cH:9][c:10]([O:15][CH3:16])[cH:11][c:12]1[CH2:13][CH2:14]2. Starting materials: COC(=O)C(N)CC(C)C, Cl, O=C(Cl)c1ccc2c(c1)OCO2. Yields the product COC(=O)C(CC(C)C)NC(=O)c1ccc2c(c1)OCO2. RXN SMILES: [CH3:14][O:15][C:16]([CH:17]([NH2:18])[CH2:19][CH:20]([CH3:21])[CH3:22])=[O:23].[ClH:13].[O:1]1[CH2:2][O:3][c:4]2[c:5]1[cH:6][cH:7][c:8]([C:10](=[O:11])[Cl:12])[cH:9]2>>[O:1]1[CH2:2][O:3][c:4]2[c:5]1[cH:6][cH:7][c:8]([C:10](=[O:11])[NH:18][CH:17]([C:16]([O:15][CH3:14])=[O:23])[CH2:19][CH:20]([CH3:21])[CH3:22])[cH:9]2. Starting materials: CN1N=CC(=C1)I (1-methyl-4-iodopyrazole), BrC=1C=C(C=CC1)B(O)O (3-bromophenyl boronic acid), BrC=1C=C(C=CC1)C=1C=NC=CC1 (3-(3'-bromophenyl)pyridine). The product is BrC=1C=C(C=CC1)C=1C=NN(C1)C (4-(m-bromophenyl)-1-methylpyrazole). RXN SMILES: [CH3:1][N:2]1[CH:6]=[C:5](I)[CH:4]=[N:3]1.[Br:8][C:9]1[CH:10]=[C:11](B(O)O)[CH:12]=[CH:13][CH:14]=1.BrC1C=C(C2C=NC=CC=2)C=CC=1>>[Br:8][C:9]1[CH:14]=[C:13]([C:5]2[CH:4]=[N:3][N:2]([CH3:1])[CH:6]=2)[CH:12]=[CH:11][CH:10]=1. Procedure details: The reaction of 1-methyl-4-iodopyrazole (Liljefors, S., and Gronowitz S. Chemica Scripta, 15, 102-9 (1980)) (1.3 g, 6.2 mmol) with 3-bromophenyl boronic acid (1.24 g, 6.2 mmol) using the procedure for the preparation of 3-(3'-bromophenyl)pyridine gave crude 4-(m-bromophenyl)-1-methylpyrazole which was chromatographed on a column of Bakers Silica Gel (60-200 mesh) packed and eluted with CH2Cl2. The less polar fractions contained undesired, incorrectly coupled products while the later more polar f... Starting materials: C[O-], CN(C)C=O, COc1cccnc1Cl, [Na+]. The product is COc1cccnc1OC. As a reaction SMILES: [CH3:10][O-:11].[CH3:13][N:14]([CH3:15])[CH:16]=[O:17].[Cl:1][c:2]1[n:3][cH:4][cH:5][cH:6][c:7]1[O:8][CH3:9].[Na+:12]>>[c:2]1([O:11][CH3:10])[n:3][cH:4][cH:5][cH:6][c:7]1[O:8][CH3:9]. Reactants: N(=O)[O-].[Na+] (sodium nitrite), O.O.[Sn](Cl)Cl (tin(II) chloride dihydrate), [OH-].[Na+] (NaOH), FC(C1=CC=C(C=N1)N)(F)F (6-(trifluoromethyl)pyridin-3-amine). Run in O (water), Cl (HCl), Cl (HCl). Run at temperature 0 celsius, time 30 minute. Product: FC(C1=CC=C(C=N1)NN)(F)F (1-(6-(trifluoromethyl)pyridin-3-yl)hydrazine). Reaction SMILES: [F:1][C:2]([F:11])([F:10])[C:3]1[N:8]=[CH:7][C:6]([NH2:9])=[CH:5][CH:4]=1.[N:12]([O-])=O.[Na+].O.O.[Sn](Cl)Cl.[OH-].[Na+]>Cl.O>[F:11][C:2]([F:1])([F:10])[C:3]1[N:8]=[CH:7][C:6]([NH:9][NH2:12])=[CH:5][CH:4]=1 |f:1.2,3.4.5,6.7|. Procedure details: 1-(6-(Trifluoromethyl)pyridin-3-yl)hydrazine was prepared as follows: A 250-mL round bottomed flask containing a solution of 6-(trifluoromethyl)pyridin-3-amine (5.76 g, 35.5 mmol) in 50 mL of 4 N HCl was cooled to 0° C. in an ice bath and a solution of sodium nitrite (2.57 g, 37.3 mmol) in 5 mL of water was added dropwise. The reaction mixture was stirred at 0° C. for 30 min and added to a solution of tin(II) chloride dihydrate (16.8 g, 74.6 mmol) in 60 mL of 4 N HCl at 80° C. The reaction mixtu...